Dataset: the Open Reaction Database (ORD), a public repository of structured organic reaction records. Task: describe an organic reaction: reactants, conditions, products, and yield The reactants are CCO, COC(=O)c1c(C)nc(C(F)(F)F)nc1C, [K+], [OH-], O. Yields the product Cc1nc(C(F)(F)F)nc(C)c1C(=O)O. RXN SMILES: [CH3:19][CH2:20][OH:21].[CH3:3][O:4][C:5](=[O:6])[c:7]1[c:8]([CH3:18])[n:9][c:10]([C:14]([F:15])([F:16])[F:17])[n:11][c:12]1[CH3:13].[K+:2].[OH-:1].[OH2:22]>>[O:4]=[C:5]([OH:6])[c:7]1[c:8]([CH3:18])[n:9][c:10]([C:14]([F:15])([F:16])[F:17])[n:11][c:12]1[CH3:13]. Reactants: C[C@H](C(=O)OC)CO (Methyl (S)-(+)-2-methyl-3-hydroxypropionate), C=C(C)C (isobutene), resultant mixture, S(O)(O)(=O)=O (sulfuric acid). The solvent is ClCCl (dichloromethane). Run at time 3 hour. Yields the product C(C)(C)(C)OC[C@@H](C(=O)OC)C (methyl (S)-3-t-butoxy-2-methylpropionate). RXN SMILES: [CH3:1][C@@H:2]([CH2:7][OH:8])[C:3]([O:5][CH3:6])=[O:4].S(=O)(=O)(O)O.[CH2:14]=[C:15]([CH3:17])[CH3:16]>ClCCl>[C:15]([O:8][CH2:7][C@H:2]([CH3:1])[C:3]([O:5][CH3:6])=[O:4])([CH3:17])([CH3:16])[CH3:14]. Procedure: Methyl (S)-(+)-2-methyl-3-hydroxypropionate (2.36 g; 20 mmole) was dissolved in dry dichloromethane (30 ml), conc. sulfuric acid (0.2 ml) was added thereto, and isobutene (23.5 g) was introduced into the resultant mixture kept at -60° to -70° C., followed by stirring at room temperature for 3 hours. The reaction mixture was sealed and stirred overnight, and unreacted isobutene was removed therefrom by distillation. The mixture was washed successively with water and a saturated sodium bicarbonate... Reactants: NCC1=Cc2cccc3cccc1c23, CO, Cl, [H][H]. The product is NCC1Cc2cccc3cccc1c23, Cl. As a reaction SMILES: [C:2]1([CH2:14][NH2:15])=[CH:3][c:4]2[cH:5][cH:6][cH:7][c:8]3[cH:9][cH:10][cH:11][c:12]1[c:13]23.[CH3:18][OH:19].[ClH:1].[H:16][H:17]>>[CH:2]1([CH2:14][NH2:15])[CH2:3][c:4]2[cH:5][cH:6][cH:7][c:8]3[cH:9][cH:10][cH:11][c:12]1[c:13]23.[ClH:1]. Reactants: CO, CCOCC, [K+], [OH-], O, OCCO, O=C1C(O)=C(c2ccccc2)C(c2cc(F)cc(F)c2F)N1c1ccc2nc[nH]c2c1. Yields the product COC1=C(c2ccccc2)C(c2cc(F)cc(F)c2F)N(c2ccc3[nH]cnc3c2)C1=O. RXN SMILES: [CH3:43][OH:44].[CH3:7][CH2:8][O:9][CH2:10][CH3:11].[K+:2].[OH-:1].[OH2:45].[OH:3][CH2:4][CH2:5][OH:6].[nH:12]1[cH:13][n:14][c:15]2[c:16]1[cH:17][c:18]([N:21]1[C:22](=[O:42])[C:23]([OH:41])=[C:24]([c:35]3[cH:36][cH:37][cH:38][cH:39][cH:40]3)[CH:25]1[c:26]1[c:27]([F:34])[c:28]([F:33])[cH:29][c:30]([F:32])[cH:31]1)[cH:19][cH:20]2>>[CH3:4][O:41][C:23]1=[C:24]([c:35]2[cH:36][cH:37][cH:38][cH:39][cH:40]2)[CH:25]([c:26]2[c:27]([F:34])[c:28]([F:33])[cH:29][c:30]([F:32])[cH:31]2)[N:21]([c:18]2[cH:17][c:16]3[n:12][cH:13][nH:14][c:15]3[cH:20][cH:19]2)[C:22]1=[O:42]. Starting materials: C(#N)C1=C(C=C(C=C1)C(=NS(=O)CC(C)C)C=1N(C=NC1)C1=CC=C(C=C1)F)F (N-[(4-Cyano-3-fluoro-phenyl)-(3-(4-fluorophenyl)-3H-imidazol-4-yl)-methylene]-2-methylpropanesulfinamide), CO (MeOH), Cl (HCl). The solvent is O1CCOCC1 (dioxane). Product: Cl.Cl.NC(C)(C=1N(C=NC1)C1=CC=C(C=C1)F)C1=CC(=C(C#N)C=C1)F ((+)-4-[1-amino-1-(3-(4-fluoro-phenyl)-3H-imidazol-4-yl)-ethyl]-2-fluoro-benzonitrile bishydrochloride). As a reaction SMILES: [C:1]([C:3]1[CH:8]=[CH:7][C:6]([C:9]([C:17]2[N:18]([C:22]3[CH:27]=[CH:26][C:25]([F:28])=[CH:24][CH:23]=3)[CH:19]=[N:20][CH:21]=2)=[N:10]S(CC(C)C)=O)=[CH:5][C:4]=1[F:29])#[N:2].[ClH:30].[CH3:31]O>O1CCOCC1>[ClH:30].[ClH:30].[NH2:10][C:9]([C:6]1[CH:7]=[CH:8][C:3]([C:1]#[N:2])=[C:4]([F:29])[CH:5]=1)([C:17]1[N:18]([C:22]2[CH:27]=[CH:26][C:25]([F:28])=[CH:24][CH:23]=2)[CH:19]=[N:20][CH:21]=1)[CH3:31] |f:4.5.6|. Reported procedure: N-[(4-Cyano-3-fluoro-phenyl)-(3-(4-fluorophenyl)-3H-imidazol-4-yl)-methylene]-2-methylpropanesulfinamide (2.217 g, 5.17 mmol) was dissolved in MeOH (20 mL) and 4M HCl in dioxane (10 mL) with stirring at ambient temperature. After 1 h the reaction mixture was concentrated in vacuo, made basic with NaHCO3 solution, extracted with CH2Cl2 (3×20 mL), the organics combined, dried (Na2SO4), filtered, and concentrated to give the title compound as a mixture of enantiomers. Starting materials: CS(=O)(=O)Cl, c1ccc(Oc2ccc(-c3cc[nH]n3)cc2)cc1, O, c1ccncc1. Yields the product CS(=O)(=O)n1ccc(-c2ccc(Oc3ccccc3)cc2)n1. As a reaction SMILES: [CH3:19][S:20]([Cl:21])(=[O:22])=[O:23].[O:1]([c:2]1[cH:3][cH:4][cH:5][cH:6][cH:7]1)[c:8]1[cH:9][cH:10][c:11](-[c:14]2[n:15][nH:16][cH:17][cH:18]2)[cH:12][cH:13]1.[OH2:30].[cH:24]1[cH:25][cH:26][n:27][cH:28][cH:29]1>>[O:1]([c:2]1[cH:3][cH:4][cH:5][cH:6][cH:7]1)[c:8]1[cH:9][cH:10][c:11](-[c:14]2[n:15][n:16]([S:20]([CH3:19])(=[O:22])=[O:23])[cH:17][cH:18]2)[cH:12][cH:13]1. Reactants: CC1N(C(CC1)=O)CC(=O)OCC (ethyl 2-methyl-5-oxo-1-pyrrolidineacetate), C[C@@H]1N([C@@H](CCC1)C)CCN (cis-2-(2,6-dimethyl-1-piperidinyl)ethylamine). Product: C[C@@H]1N([C@@H](CCC1)C)CCNC(CN1C(CCC1=O)C)=O (cis-N-[2-(2,6-dimethyl-1-piperidinyl)ethyl]-2-methyl-5-oxo-1-pyrrolidineacetamide). Reaction SMILES: [CH3:1][CH:2]1[CH2:6][CH2:5][C:4](=[O:7])[N:3]1[CH2:8][C:9]([O:11]CC)=O.[CH3:14][C@H:15]1[CH2:20][CH2:19][CH2:18][C@@H:17]([CH3:21])[N:16]1[CH2:22][CH2:23][NH2:24]>>[CH3:14][C@H:15]1[CH2:20][CH2:19][CH2:18][C@@H:17]([CH3:21])[N:16]1[CH2:22][CH2:23][NH:24][C:9](=[O:11])[CH2:8][N:3]1[C:4](=[O:7])[CH2:5][CH2:6][CH:2]1[CH3:1]. Reported procedure: From 9.26 g. of ethyl 2-methyl-5-oxo-1-pyrrolidineacetate (British Pat. No. 1,309,692) and 8.6 g. of cis-2-(2,6-dimethyl-1-piperidinyl)ethylamine, following the procedure of Example 9, there is obtained cis-N-[2-(2,6-dimethyl-1-piperidinyl)ethyl]-2-methyl-5-oxo-1-pyrrolidineacetamide; m.p. 115°-116° C. after crystallization from cyclohexane. Reactants: COc1ccc(-c2cncnc2)cc1OC1CCCC1, ClCCl, O=C(OO)c1cccc(Cl)c1. The product is COc1ccc(-c2cnc[n+]([O-])c2)cc1OC1CCCC1. RXN SMILES: [CH:1]1([O:6][c:7]2[cH:8][c:9](-[c:15]3[cH:16][n:17][cH:18][n:19][cH:20]3)[cH:10][cH:11][c:12]2[O:13][CH3:14])[CH2:2][CH2:3][CH2:4][CH2:5]1.[Cl:32][CH2:33][Cl:34].[OH:21][O:22][C:23]([c:24]1[cH:25][c:26]([Cl:27])[cH:28][cH:29][cH:30]1)=[O:31]>>[CH:1]1([O:6][c:7]2[cH:8][c:9](-[c:15]3[cH:16][n:17][cH:18][n+:19]([O-:21])[cH:20]3)[cH:10][cH:11][c:12]2[O:13][CH3:14])[CH2:2][CH2:3][CH2:4][CH2:5]1. Reactants: N1C(OC(C2=C1C=CC=C2)=O)=O (2H-3,1-benzoxazine-2,4(1H)-dione), CN(C=O)C (N,N-dimethylformamide), NCCN1CCC(CC1)NC1=NC2=C(N1CC1=CC=C(C=C1)F)C=CC=C2 (N-[1-(2-aminoethyl)-4-piperidinyl]-1-[(4-fluorophenyl)methyl]-1H-benzimidazol-2-amine), CN(C=O)C (N,N-dimethylformamide). Run in O (Water). Conditions: time 3 hour. Product: C(C1=CC=CC=C1)(=O)N (benzamide). Reaction SMILES: N1[C:6]2[CH:7]=[CH:8][CH:9]=[CH:10][C:5]=2[C:4](=O)[O:3]C1=O.C[N:14](C)C=O.NCCN1CCC(NC2N(CC3C=CC(F)=CC=3)C3C=CC=CC=3N=2)CC1>O>[C:4]([NH2:14])(=[O:3])[C:5]1[CH:10]=[CH:9][CH:8]=[CH:7][CH:6]=1. Procedure details: To a stirred and hot (50° C.) mixture of 4.1 parts of 2H-3,1-benzoxazine-2,4(1H)-dione and 31.5 parts of N,N-dimethylformamide was added dropwise a solution of 9.4 parts of N-[1-(2-aminoethyl)-4-piperidinyl]-1-[(4-fluorophenyl)methyl]-1H-benzimidazol-2-amine in 31.5 parts of N,N-dimethylformamide at 50° C. Upon completion, stirring was continued for 3 hours at 50° C. Water was added and the product was extracted with 4-methyl-2- pentanone. The extract was dried, filtered and evaporated. The resi... The reactants are CCOC(=O)c1cn2c(C(=O)NCC34CC5CC(CC(C5)C3)C4)cccc2n1, C1CCOC1. Product: O=C(NCC12CC3CC(CC(C3)C1)C2)c1cccc2nc(CO)cn12. As a reaction SMILES: [C:1]12([CH2:11][NH:12][C:13](=[O:14])[c:15]3[cH:16][cH:17][cH:18][c:19]4[n:20]3[cH:21][c:22]([C:24](=[O:25])[O:26][CH2:27][CH3:28])[n:23]4)[CH2:2][CH:3]3[CH2:4][CH:5]([CH2:6][CH:7]([CH2:8]1)[CH2:9]3)[CH2:10]2.[CH2:29]1[O:30][CH2:31][CH2:32][CH2:33]1>>[C:1]12([CH2:11][NH:12][C:13](=[O:14])[c:15]3[cH:16][cH:17][cH:18][c:19]4[n:20]3[cH:21][c:22]([CH2:24][OH:25])[n:23]4)[CH2:2][CH:3]3[CH2:4][CH:5]([CH2:6][CH:7]([CH2:8]1)[CH2:9]3)[CH2:10]2.